From a dataset of the Open Reaction Database (ORD), a public repository of structured organic reaction records. describe an organic reaction: reactants, conditions, products, and yield The reactants are O=[N+]([O-])c1ccc(F)cc1, O, c1c[nH]nn1. Yields the product O=[N+]([O-])c1ccc(-n2nccn2)cc1. As a reaction SMILES: [F:1][c:2]1[cH:3][cH:4][c:5]([N+:8](=[O:9])[O-:10])[cH:6][cH:7]1.[OH2:16].[nH:11]1[n:12][n:13][cH:14][cH:15]1>>[c:2]1(-[n:12]2[n:11][cH:15][cH:14][n:13]2)[cH:3][cH:4][c:5]([N+:8](=[O:9])[O-:10])[cH:6][cH:7]1. The reactants are [Cl-].[NH4+] (ammonium chloride), [H-].[Na+] (sodium hydride), BrCC(=O)OCC=C (Allyl bromoacetate), resultant solution, resultant mixture, C1(=CC=CC=C1)S(=O)(=O)CC(C)=O ((phenylsulfonyl)acetone). The solvent is C(Cl)(Cl)Cl (chloroform), C1CCOC1 (THF), C1CCOC1 (THF), C1CCOC1 (THF). Run at temperature -15 celsius, time 8 hour. Yields the product C1(=CC=CC=C1)S(=O)(=O)C(CC(=O)OCC=C)C(C)=O (allyl 3-(phenylsulfonyl)-4-oxopentanoate). Yield: 70.6%. Reaction SMILES: [H-].[Na+].[C:3]1([S:9]([CH2:12][C:13](=[O:15])[CH3:14])(=[O:11])=[O:10])[CH:8]=[CH:7][CH:6]=[CH:5][CH:4]=1.Br[CH2:17][C:18]([O:20][CH2:21][CH:22]=[CH2:23])=[O:19].[Cl-].[NH4+]>C1COCC1.C(Cl)(Cl)Cl>[C:3]1([S:9]([CH:12]([C:13](=[O:15])[CH3:14])[CH2:17][C:18]([O:20][CH2:21][CH:22]=[CH2:23])=[O:19])(=[O:10])=[O:11])[CH:4]=[CH:5][CH:6]=[CH:7][CH:8]=1 |f:0.1,4.5|. Procedure details: Under a nitrogen atmosphere, sodium hydride (6.41 g, 0.267 mol) and THF (125 ml) were combined and the suspension was cooled to -15° C. A THF solution (150 ml) of (phenylsulfonyl)acetone (50 g, 0.253 mol) was added to the suspension in a dropwise fashion over an hour. The resultant mixture was stirred for an additional 20 minutes at -15° C. Allyl bromoacetate (47.5 g, 0.265 mol) dissolved in THF (100 ml) was added in a dropwise fashion to the mixture over a period of 30 minutes while maintaining... Procedure: 5-Methylimidazo[1,5-a]pyridine [J. Org. Chem. 40, 1210 (1975), 424.7 g]is charged into a 12 liter flask equipped with mechanical stirrer, thermometer and nitrogen atmosphere. Dry tetrahydrofuran (THF, 3,000 ml) is charged into the flask and the resulting solution is cooled to -65° in a dry ice/acetone bath. n-Butyllithium (1.0 mole, 2.4 N in hexane) is poured into the flask all at once under a nitrogen atmosphere. The temperature rises to -32°. The mixture is recooled to -50° and a second mole o... RXN SMILES: [CH3:1][C:2]1[N:7]2[CH:8]=[N:9][CH:10]=[C:6]2[CH:5]=[CH:4][CH:3]=1.C([Li])CCC.Br[CH2:17][CH2:18][CH2:19][CH2:20][C:21](OCC)([O:25]CC)[O:22][CH2:23][CH3:24].C(O)(=O)C>O1CCCC1>[CH2:23]([O:22][C:21]([CH2:20][CH2:19][CH2:18][CH2:17][CH2:1][C:2]1[N:7]2[CH:8]=[N:9][CH:10]=[C:6]2[CH:5]=[CH:4][CH:3]=1)=[O:25])[CH3:24]. Run at time 17.5 minute. Reactants: CC1=CC=CC=2N1C=NC2 (5-Methylimidazo[1,5-a]pyridine), C(CCC)[Li] (n-butyl-lithium), BrCCCCC(OCC)(OCC)OCC (5-bromo-1,1,1-triethoxypentane), C(CCC)[Li] (n-Butyllithium), C(CCC)[Li] (n-butyllithium), C(C)(=O)O (Acetic acid). The solvent is O1CCCC1 (tetrahydrofuran), O1CCCC1 (THF). Yields the product C(C)OC(=O)CCCCCC1=CC=CC=2N1C=NC2 (5-(5-ethoxycarbonylpentyl)-imidazo[1,5-a]pyridine). Starting materials: ClC(Cl)Cl, O=S(Cl)Cl, OCc1cccc(OCc2ccc3ccccc3n2)c1. Yields the product ClCc1cccc(OCc2ccc3ccccc3n2)c1. Reaction SMILES: [Cl:25][CH:26]([Cl:27])[Cl:28].[S:21]([Cl:22])([Cl:23])=[O:24].[n:1]1[c:2]([CH2:11][O:12][c:13]2[cH:14][c:15]([CH2:16][OH:17])[cH:18][cH:19][cH:20]2)[cH:3][cH:4][c:5]2[cH:6][cH:7][cH:8][cH:9][c:10]12>>[n:1]1[c:2]([CH2:11][O:12][c:13]2[cH:14][c:15]([CH2:16][Cl:23])[cH:18][cH:19][cH:20]2)[cH:3][cH:4][c:5]2[cH:6][cH:7][cH:8][cH:9][c:10]12. Reactants: ClCC=1OC(=NN1)C=1C=CC2=C(C(=CO2)C2=CC(=CC=C2)OC(F)(F)F)C1 (2-(chloromethyl)-5-[3-[3-(trifluoromethoxy)phenyl]-1-benzofuran-5-yl]-1,3,4-oxadiazole), CS.[Na] (sodium methyl mercaptan). Solvent: O1CCCC1 (tetrahydrofuran), C(C)(=O)OCC (ethyl acetate). Product: CSCC=1OC(=NN1)C=1C=CC2=C(C(=CO2)C2=CC(=CC=C2)OC(F)(F)F)C1 (2-[(methylthio)methyl]-5-[3-[3-(trifluoromethoxy)phenyl]-1-benzofuran-5-yl]-1,3,4-oxadiazole). Yield: 77.6%. As a reaction SMILES: Cl[CH2:2][C:3]1[O:4][C:5]([C:8]2[CH:9]=[CH:10][C:11]3[O:15][CH:14]=[C:13]([C:16]4[CH:21]=[CH:20][CH:19]=[C:18]([O:22][C:23]([F:26])([F:25])[F:24])[CH:17]=4)[C:12]=3[CH:27]=2)=[N:6][N:7]=1.[CH3:28][SH:29].[Na]>O1CCCC1.C(OCC)(=O)C>[CH3:28][S:29][CH2:2][C:3]1[O:4][C:5]([C:8]2[CH:9]=[CH:10][C:11]3[O:15][CH:14]=[C:13]([C:16]4[CH:21]=[CH:20][CH:19]=[C:18]([O:22][C:23]([F:26])([F:25])[F:24])[CH:17]=4)[C:12]=3[CH:27]=2)=[N:6][N:7]=1 |f:1.2,^1:29|. Reported procedure: A solution of 2-(chloromethyl)-5-[3-[3-(trifluoromethoxy)phenyl]-1-benzofuran-5-yl]-1,3,4-oxadiazole (1.40 g, 3.55 mmol) and sodium methyl mercaptan (95%, 0.42 g, 5.67 mmol) in tetrahydrofuran (15 mL) was stirred overnight at room temperature. The reaction mixture was diluted with ethyl acetate, washed with water and saturated brine, dried over anhydrous sodium sulfate, and concentrated under reduced pressure. The residue was purified by silica gel column chromatography (hexane/ethyl acetate=3/1...